This data is from the Open Reaction Database (ORD), a public repository of structured organic reaction records. The task is: describe an organic reaction: reactants, conditions, products, and yield Starting materials: CC=1C=CC(=CC1NC=2N=CC=C(N2)C=3C=CC=NC3)C(=O)NC=4C=C(C=C(C4)N5C=C(N=C5)C)C(F)(F)F (Nilotinib), CC(C)(C)OC (MTBE), C([C@H](O)[C@@H](O)C(=O)O)(=O)O (L-tartaric acid). The solvent is CCO (ethanol absolute). Reaction conditions: temperature 80 celsius, time 30 minute. Yields the product CC=1C=CC(=CC1NC=2N=CC=C(N2)C=3C=CC=NC3)C(=O)NC=4C=C(C=C(C4)N5C=C(N=C5)C)C(F)(F)F.C(=O)([O-])[C@H](O)[C@@H](O)C(=O)[O-] (Nilotinib L-tartrate), IV. Reaction SMILES: [CH3:1][C:2]1[CH:3]=[CH:4][C:5]([C:21]([NH:23][C:24]2[CH:25]=[C:26]([C:36]([F:39])([F:38])[F:37])[CH:27]=[C:28]([N:30]3[CH:34]=[N:33][C:32]([CH3:35])=[CH:31]3)[CH:29]=2)=[O:22])=[CH:6][C:7]=1[NH:8][C:9]1[N:10]=[CH:11][CH:12]=[C:13]([C:15]2[CH:16]=[CH:17][CH:18]=[N:19][CH:20]=2)[N:14]=1.CC(OC)(C)C.[C:46]([OH:55])(=[O:54])[C@@H:47]([C@H:49]([C:51]([OH:53])=[O:52])[OH:50])[OH:48]>CCO>[CH3:1][C:2]1[CH:3]=[CH:4][C:5]([C:21]([NH:23][C:24]2[CH:25]=[C:26]([C:36]([F:38])([F:39])[F:37])[CH:27]=[C:28]([N:30]3[CH:34]=[N:33][C:32]([CH3:35])=[CH:31]3)[CH:29]=2)=[O:22])=[CH:6][C:7]=1[NH:8][C:9]1[N:10]=[CH:11][CH:12]=[C:13]([C:15]2[CH:16]=[CH:17][CH:18]=[N:19][CH:20]=2)[N:14]=1.[C:51]([C@@H:49]([C@H:47]([C:46]([O-:55])=[O:54])[OH:48])[OH:50])([O-:53])=[O:52] |f:4.5|. Procedure details: Nilotinib base form A (4.00 g, 7.55 mmol) was mixed with ethanol absolute (40 mL, 10V) in a 250 mL reactor equipped with a mechanical stirrer and a reflux condenser to obtain a suspension. The suspension was heated to 80° C. and stirred at the same temperature for 30 min. To the suspension was added a solution of L-tartaric acid (1.25 g, 8.31 mmol, 1.1 mol eq) in ethanol absolute (10 mL, 2.5V) in one portion. The resulting mixture was stirred at 80° C. for 1 hour. Then the heating source was rem...